From a dataset of the Open Reaction Database (ORD), a public repository of structured organic reaction records. describe an organic reaction: reactants, conditions, products, and yield Reactants: FC(C(=O)O)(F)F.FC(C(=O)O)(F)F.FC(C(=O)O)(F)F.ClC=1C=NC=2NC=3C=NC=C(CCC4=C(C=CC(NC1N2)=C4)NC(CC4CCNCC4)=O)C3 (N-[6-chloro-2,4,8,18,22-pentaazatetracyclo[14.3.1.1(3,7).1(9,13)]docosa-1(20),3(22),4,6,9(21),10,12,16,18-nonaen-12-yl]-2-piperidin-4-ylacetamide tris(trifluoroacetate)), CC1=C(C=NO1)S(=O)(=O)Cl (5-methylisoxazole-4-sulfonyl chloride). Product: FC(C(=O)O)(F)F.FC(C(=O)O)(F)F.ClC=1C=NC=2NC=3C=NC=C(CCC4=C(C=CC(NC1N2)=C4)NC(CC4CCN(CC4)S(=O)(=O)C=4C=NOC4C)=O)C3 (N-[6-Chloro-2,4,8,18,22-pentaazatetracyclo[14.3.1.1(3,7).1(9,13)]docosa-1(20),3(22),4,6,9(21),10,12,16,18-nonaen-12-yl]-2-{1-[(5-methylisoxazol-4-yl)sulfonyl]piperidin-4-yl}acetamide bis(trifluoroacetate)). Isolated yield 12.0%. As a reaction SMILES: [F:1][C:2]([F:7])([F:6])[C:3]([OH:5])=[O:4].[F:8][C:9]([F:14])([F:13])[C:10]([OH:12])=[O:11].FC(F)(F)C(O)=O.[Cl:22][C:23]1[CH:24]=[N:25][C:26]2[NH:27][C:28]3[CH:29]=[N:30][CH:31]=[C:32]([CH:54]=3)[CH2:33][CH2:34][C:35]3[CH:43]=[C:39]([NH:40][C:41]=1[N:42]=2)[CH:38]=[CH:37][C:36]=3[NH:44][C:45](=[O:53])[CH2:46][CH:47]1[CH2:52][CH2:51][NH:50][CH2:49][CH2:48]1.[CH3:55][C:56]1[O:60][N:59]=[CH:58][C:57]=1[S:61](Cl)(=[O:63])=[O:62]>>[F:1][C:2]([F:7])([F:6])[C:3]([OH:5])=[O:4].[F:8][C:9]([F:14])([F:13])[C:10]([OH:12])=[O:11].[Cl:22][C:23]1[CH:24]=[N:25][C:26]2[NH:27][C:28]3[CH:29]=[N:30][CH:31]=[C:32]([CH:54]=3)[CH2:33][CH2:34][C:35]3[CH:43]=[C:39]([NH:40][C:41]=1[N:42]=2)[CH:38]=[CH:37][C:36]=3[NH:44][C:45](=[O:53])[CH2:46][CH:47]1[CH2:52][CH2:51][N:50]([S:61]([C:57]2[CH:58]=[N:59][O:60][C:56]=2[CH3:55])(=[O:63])=[O:62])[CH2:49][CH2:48]1 |f:0.1.2.3,5.6.7|. Procedure: The desired compound was prepared according to the procedure of Example A42 using N-[6-chloro-2,4,8,18,22-pentaazatetracyclo[14.3.1.1(3,7).1(9,13)]docosa-1(20),3(22),4,6,9(21),10,12,16,18-nonaen-12-yl]-2-piperidin-4-ylacetamide tris(trifluoroacetate) and 5-methylisoxazole-4-sulfonyl chloride as starting materials in 12% yield. LCMS for C28H30ClN8O4S (M+H)+: m/z=609.2. Reactants: CC(=O)OCC1OC(O)(c2ccc(C)c(Cc3ccc(O[Si](C)(C)C(C)(C)C)cc3)c2)C(OC(C)=O)C(OC(C)=O)C1OC(C)=O, CCCC[N+](CCCC)(CCCC)CCCC, CC(=O)O, CCOC(C)=O, [F-], C1CCOC1, O. The product is CC(=O)OCC1OC(O)(c2ccc(C)c(Cc3ccc(O)cc3)c2)C(OC(C)=O)C(OC(C)=O)C1OC(C)=O. As a reaction SMILES: [CH3:19][c:20]1[c:21]([CH2:50][c:51]2[cH:52][cH:53][c:54]([O:57][Si:58]([C:59]([CH3:60])([CH3:61])[CH3:62])([CH3:63])[CH3:64])[cH:55][cH:56]2)[cH:22][c:23]([C:26]2([OH:27])[CH:28]([O:29][C:30]([CH3:31])=[O:32])[CH:33]([O:34][C:35]([CH3:36])=[O:37])[CH:38]([O:39][C:40]([CH3:41])=[O:42])[CH:43]([CH2:45][O:46][C:47]([CH3:48])=[O:49])[O:44]2)[cH:24][cH:25]1.[CH3:2][CH2:3][CH2:4][CH2:5][N+:6]([CH2:7][CH2:8][CH2:9][CH3:10])([CH2:11][CH2:12][CH2:13][CH3:14])[CH2:15][CH2:16][CH2:17][CH3:18].[CH3:65][C:66](=[O:67])[OH:68].[CH3:69][CH2:70][O:71][C:72](=[O:73])[CH3:74].[F-:1].[O:75]1[CH2:76][CH2:77][CH2:78][CH2:79]1.[OH2:80]>>[CH3:19][c:20]1[c:21]([CH2:50][c:51]2[cH:52][cH:53][c:54]([OH:57])[cH:55][cH:56]2)[cH:22][c:23]([C:26]2([OH:27])[CH:28]([O:29][C:30]([CH3:31])=[O:32])[CH:33]([O:34][C:35]([CH3:36])=[O:37])[CH:38]([O:39][C:40]([CH3:41])=[O:42])[CH:43]([CH2:45][O:46][C:47]([CH3:48])=[O:49])[O:44]2)[cH:24][cH:25]1. The reactants are FC(C(=O)O)(F)F.C(C)N1C(C(=CC2=CC=C(C=C12)OCCCNC(=N)N)CC(=O)O)=O ([1-ethyl-7-(3-guanidino-propoxy)-2-oxo-1,2-dihydro-quinolin-3-yl]acetic acid trifluoroacetate), FC(C(=O)O)(F)F.C(C)N1C(C(=CC2=CC=C(C=C12)OCCCCNC(=N)N)CC(=O)O)=O ([1-ethyl-7-(4-guanidino-butoxy)-2-oxo-1,2-dihydro-quinolin-3-yl]acetic acid trifluoroacetate). The product is FC(C(=O)O)(F)F.C(C)N1C(C(CC2=CC=C(C=C12)OCCCCNC(=N)N)CC(=O)O)=O ([1-Ethyl-7-(4-guanidino-butoxy)-2-oxo-1,2,3,4-tetrahydro-quinolin-3-yl]acetic acid Trifluoroacetate). RXN SMILES: [F:1][C:2]([F:7])([F:6])[C:3]([OH:5])=[O:4].C(N1C2C(=CC=C(OCCCNC(N)=N)C=2)C=C(CC(O)=O)C1=O)C.FC(F)(F)C(O)=O.[CH2:40]([N:42]1[C:51]2[C:46](=[CH:47][CH:48]=[C:49]([O:52][CH2:53][CH2:54][CH2:55][CH2:56][NH:57][C:58]([NH2:60])=[NH:59])[CH:50]=2)[CH:45]=[C:44]([CH2:61][C:62]([OH:64])=[O:63])[C:43]1=[O:65])[CH3:41]>>[F:1][C:2]([F:7])([F:6])[C:3]([OH:5])=[O:4].[CH2:40]([N:42]1[C:51]2[C:46](=[CH:47][CH:48]=[C:49]([O:52][CH2:53][CH2:54][CH2:55][CH2:56][NH:57][C:58]([NH2:60])=[NH:59])[CH:50]=2)[CH2:45][CH:44]([CH2:61][C:62]([OH:64])=[O:63])[C:43]1=[O:65])[CH3:41] |f:0.1,2.3,4.5|. Procedure: The title compound is prepared using the procedure of Example 158 except that [1-ethyl-7-(3-guanidino-propoxy)-2-oxo-1,2-dihydro-quinolin-3-yl]acetic acid trifluoroacetate is replaced with [1-ethyl-7-(4-guanidino-butoxy)-2-oxo-1,2-dihydro-quinolin-3-yl]acetic acid trifluoroacetate.